Dataset: the Open Reaction Database (ORD), a public repository of structured organic reaction records. Task: describe an organic reaction: reactants, conditions, products, and yield Reactants: CC#N, COc1c(Cl)ccc(B2OCCCO2)c1F, CC(C)OC(=O)c1cc(Cl)c(Cl)c(Cl)n1, N#N, O, Cl[Pd]Cl, c1ccc(P(c2ccccc2)c2ccccc2)cc1, c1ccc(P(c2ccccc2)c2ccccc2)cc1. Yields the product COc1c(Cl)ccc(-c2nc(C(=O)OC(C)C)cc(Cl)c2Cl)c1F. RXN SMILES: [CH3:32][C:33]#[N:34].[Cl:16][c:17]1[c:18]([O:30][CH3:31])[c:19]([F:29])[c:20]([B:23]2[O:24][CH2:25][CH2:26][CH2:27][O:28]2)[cH:21][cH:22]1.[Cl:1][c:2]1[cH:3][c:4]([C:10](=[O:11])[O:12][CH:13]([CH3:14])[CH3:15])[n:5][c:6]([Cl:9])[c:7]1[Cl:8].[N:35]#[N:36].[OH2:78].[Pd:37]([Cl:38])[Cl:39].[c:40]1([P:41]([c:42]2[cH:43][cH:44][cH:45][cH:46][cH:47]2)[c:48]2[cH:49][cH:50][cH:51][cH:52][cH:53]2)[cH:54][cH:55][cH:56][cH:57][cH:58]1.[c:59]1([P:60]([c:61]2[cH:62][cH:63][cH:64][cH:65][cH:66]2)[c:67]2[cH:68][cH:69][cH:70][cH:71][cH:72]2)[cH:73][cH:74][cH:75][cH:76][cH:77]1>>[Cl:1][c:2]1[cH:3][c:4]([C:10](=[O:11])[O:12][CH:13]([CH3:14])[CH3:15])[n:5][c:6](-[c:20]2[c:19]([F:29])[c:18]([O:30][CH3:31])[c:17]([Cl:16])[cH:22][cH:21]2)[c:7]1[Cl:8].